Dataset: the Open Reaction Database (ORD), a public repository of structured organic reaction records. Task: describe an organic reaction: reactants, conditions, products, and yield Starting materials: COC1=C(CNC=2C=C3C(N(C(NC3=CC2[N+](=O)[O-])=O)NS(=O)(=O)C)=O)C=CC(=C1)OC (N-[6-(2,4-dimethoxy-benzylamino)-7-nitro-2,4-dioxo-1,4-dihydro-2H-quinazolin-3-yl]-methanesulfonamide), FC(C(=O)O)(F)F (trifluoroacetic acid). Run in C(C)OCC (diethyl ether), ClCCl (dichloromethane). Conditions: time 30 minute. Yields the product NC=1C=C2C(N(C(NC2=CC1[N+](=O)[O-])=O)NS(=O)(=O)C)=O (N-(6-Amino-7-nitro-2,4-dioxo-1,4-dihydro-2H-quinazolin-3-yl)-methanesulfonamide). As a reaction SMILES: COC1C=C(OC)C=CC=1C[NH:6][C:7]1[CH:8]=[C:9]2[C:14](=[CH:15][C:16]=1[N+:17]([O-:19])=[O:18])[NH:13][C:12](=[O:20])[N:11]([NH:21][S:22]([CH3:25])(=[O:24])=[O:23])[C:10]2=[O:26].FC(F)(F)C(O)=O>ClCCl.C(OCC)C>[NH2:6][C:7]1[CH:8]=[C:9]2[C:14](=[CH:15][C:16]=1[N+:17]([O-:19])=[O:18])[NH:13][C:12](=[O:20])[N:11]([NH:21][S:22]([CH3:25])(=[O:23])=[O:24])[C:10]2=[O:26]. Procedure details: To a solution of N-[6-(2,4-dimethoxy-benzylamino)-7-nitro-2,4-dioxo-1,4-dihydro-2H-quinazolin-3-yl]-methanesulfonamide (725 mg, 1.56 mmol) in dichloromethane (4 ml) is added trifluoroacetic acid (0.5 ml) and the mixture is stirred at room temperature for 30 minutes. Then the solvent is removed by rotavapor evaporation to give an orange solid which is suspended in diethyl ether, filtered and the residue washed 3 times with diethyl ether and two times with ethyl acetate to give the title product a... Reactants: COC1=CC=C(C(=O)NC=2C(=CC=CC2)N)C=C1 (N1-(4-methoxybenzoyl)-1,2-benzenediamine), C(C)(C)(C)C=1C=C2C(C(=O)OC2=O)=CC1 (4-tert-butylphthalic anhydride). Solvent: C1(=CC=CC=C1)C (toluene). Conditions: temperature 110 celsius, time 16 hour. Product: COC1=CC=C(C(=O)NC2=C(C=CC=C2)N2C(C3=CC=C(C=C3C2=O)C(C)(C)C)=O)C=C1 (N-(4-Methoxybenzoyl)-2-(5-tert-butyl-1,3-dihydro-1,3-dioxo-2H-isoindol-2-yl)benzeneamine). Isolated yield 84.2%. Reaction SMILES: [CH3:1][O:2][C:3]1[CH:18]=[CH:17][C:6]([C:7]([NH:9][C:10]2[C:11]([NH2:16])=[CH:12][CH:13]=[CH:14][CH:15]=2)=[O:8])=[CH:5][CH:4]=1.[C:19]([C:23]1[CH:24]=[C:25]2[C:30](=O)[O:29][C:27](=[O:28])[C:26]2=[CH:32][CH:33]=1)([CH3:22])([CH3:21])[CH3:20]>C1(C)C=CC=CC=1>[CH3:1][O:2][C:3]1[CH:4]=[CH:5][C:6]([C:7]([NH:9][C:10]2[CH:15]=[CH:14][CH:13]=[CH:12][C:11]=2[N:16]2[C:30](=[O:29])[C:25]3[C:26](=[CH:32][CH:33]=[C:23]([C:19]([CH3:21])([CH3:20])[CH3:22])[CH:24]=3)[C:27]2=[O:28])=[O:8])=[CH:17][CH:18]=1. Reported procedure: A slurry of N1-(4-methoxybenzoyl)-1,2-benzenediamine (100 mg, 0.413 mmol) and 4-tert-butylphthalic anhydride (84.3 mg, 0.413 mmol) in toluene (1.5 mL) was placed in a bath heated to 110° C. After 16 h, the mixture was concentrated in vacuo and the residue purified by flash chromatography (silica gel, hexanes/ethyl acetate) to afford 149 mg (85%) of the title compound. The material was further purified by recrystallization from hexanes/ethyl acetate. The reactants are CS(=O)(=O)C=1N=C(C2=C(N1)N(C(C=C2)=O)C2=CC=CC=C2)C2=CC=CC=C2 (2-methanesulfonyl-4,8-diphenyl-8H -pyrido[2,3-d]pyrimidin-7-one), CN1CCCC1=O (NMP), C(C)N(CCN)CC (N,N-diethylethylenediamine), O (H2O). The solvent is CCOC(=O)C (EtOAc). Run at time 1 hour. Product: C(C)N(CCNC=1N=C(C2=C(N1)N(C(C=C2)=O)C2=CC=CC=C2)C2=CC=CC=C2)CC (2-(2-diethylamino-ethylamino)-4,8-diphenyl-8H-pyrido[2,3-d]pyrimidin-7-one). The yield is 101.6%. As a reaction SMILES: CS([C:5]1[N:6]=[C:7]([C:22]2[CH:27]=[CH:26][CH:25]=[CH:24][CH:23]=2)[C:8]2[CH:14]=[CH:13][C:12](=[O:15])[N:11]([C:16]3[CH:21]=[CH:20][CH:19]=[CH:18][CH:17]=3)[C:9]=2[N:10]=1)(=O)=O.CN1C(=O)CCC1.[CH2:35]([N:37]([CH2:41][CH3:42])[CH2:38][CH2:39][NH2:40])[CH3:36].O>CCOC(C)=O>[CH2:35]([N:37]([CH2:41][CH3:42])[CH2:38][CH2:39][NH:40][C:5]1[N:6]=[C:7]([C:22]2[CH:23]=[CH:24][CH:25]=[CH:26][CH:27]=2)[C:8]2[CH:14]=[CH:13][C:12](=[O:15])[N:11]([C:16]3[CH:21]=[CH:20][CH:19]=[CH:18][CH:17]=3)[C:9]=2[N:10]=1)[CH3:36]. Procedure details: A solution of the product of Example 46 (18.8 mg, 0.05 mmol), NMP (5 mL) and N,N-diethylethylenediamine (28 mg, 0.25 mmol, 5 eq) was heated to 50°. After 1 h, H2O (20 mL) was added and then EtOAc (20 mL). The layers were separated. The organic layer was washed with satd aq NaCl, dried (MgSO4) filtered and the solvent was evaporated in vacuo. The yellow residue was purified by Flash chromatography to afford 2-(2-diethylamino-ethylamino)-4,8-diphenyl-8H-pyrido[2,3-d]pyrimidin-7-one (21 mg, 89% yie...